Dataset: the Open Reaction Database (ORD), a public repository of structured organic reaction records. Task: describe an organic reaction: reactants, conditions, products, and yield The solvent is C(C)O (ethanol). Procedure: After 1-(3-hydroxy-1-hexynyl)-2,3,4-trifluorobenzene was dissolved in ethanol, 5% palladium carbon (50% in water) was added thereto, and stirred for 6 hours at a hydrogen pressure of 0.5 MPa, and the mixture was left to stand overnight. After palladium carbon was removed by filtration, the solvent was evaporated under a reduced pressure to obtain 1-(3-hydroxy-1-hexyl)-2,3,4-trifluorobenzene. Conditions: time 8 hour. Reactants: OC(C#CC1=C(C(=C(C=C1)F)F)F)CCC (1-(3-hydroxy-1-hexynyl)-2,3,4-trifluorobenzene), [H][H] (hydrogen). Yields the product OC(CCC1=C(C(=C(C=C1)F)F)F)CCC (1-(3-hydroxy-1-hexyl)-2,3,4-trifluorobenzene). Reaction SMILES: [OH:1][CH:2]([CH2:14][CH2:15][CH3:16])[C:3]#[C:4][C:5]1[CH:10]=[CH:9][C:8]([F:11])=[C:7]([F:12])[C:6]=1[F:13].[H][H]>C(O)C.[C].[Pd]>[OH:1][CH:2]([CH2:14][CH2:15][CH3:16])[CH2:3][CH2:4][C:5]1[CH:10]=[CH:9][C:8]([F:11])=[C:7]([F:12])[C:6]=1[F:13] |f:3.4|. Reagents/catalysts: [C].[Pd] (palladium carbon). Reactants: ClC1=CC(=CC=C1)C(=O)OO (3-chloroperbenzoic acid), C(O)([O-])=O.[Na+] (sodium hydrogencarbonate), CC1=C(C(=O)C2=CC=C(C=C2)C)C=CC(=C1)F (2-methyl-4-fluoro-4'-methylbenzophenone), ClC1=CC(=CC=C1)C(=O)OO (3-chloroperbenzoic acid), P(=O)(O)([O-])[O-].[Na+].[Na+] (disodium hydrogenphosphate). The solvent is O (water), ClCCl (dichloromethane). Run at temperature 40 celsius, time 4 hour. Yields the product CC1=C(C(=O)O)C=CC(=C1)F (2-methyl-4-fluorobenzoic acid). The yield is 75.0%. As a reaction SMILES: [CH3:1][C:2]1[CH:16]=[C:15]([F:17])[CH:14]=[CH:13][C:3]=1[C:4](C1C=CC(C)=CC=1)=[O:5].ClC1C=CC=C(C(OO)=[O:26])C=1.P([O-])([O-])(O)=O.[Na+].[Na+].C(=O)([O-])O.[Na+]>ClCCl.O>[CH3:1][C:2]1[CH:16]=[C:15]([F:17])[CH:14]=[CH:13][C:3]=1[C:4]([OH:5])=[O:26] |f:2.3.4,5.6|. Reported procedure: 2.3 g (10 mmol) of 2-methyl-4-fluoro-4'-methylbenzophenone were added dropwise at 20° C., under inert gas, to 3.8 g (12 mmol) of 3-chloroperbenzoic acid (55%) in 40 ml of dichloromethane and 14.2 g (0.1 mol) of disodium hydrogenphosphate and the reaction mixture was then heated for 8 h at 40° C. It was monitored by gas chromatography and, if the conversion was incomplete, a further 2.5 g (8 mmol) of 3-chloroperbenzoic acid were added. 100 g of water were added 4 hours later and the mixture was n... Starting materials: Cl.N[C@H](CO)C1=C(C=CC=C1)Cl ((S)-2-amino-2-(2-chlorophenyl)ethanol hydrochloride), [OH-].[K+] (potassium hydroxide), C(OC(Cl)(Cl)Cl)(OC(Cl)(Cl)Cl)=O (Bis(trichloromethyl) carbonate), C1CCOC1 (THF). The solvent is O (water), CCOC(=O)C (EtOAc). Reaction conditions: temperature 0 celsius, time 20 minute. The product is ClC1=C(C=CC=C1)[C@@H]1NC(OC1)=O ((S)-4-(2-chlorophenyl)oxazolidin-2-one). The yield is 55.8%. As a reaction SMILES: Cl.[NH2:2][C@@H:3]([C:6]1[CH:11]=[CH:10][CH:9]=[CH:8][C:7]=1[Cl:12])[CH2:4][OH:5].[OH-].[K+].C1C[O:18][CH2:17]C1.C(=O)(OC(Cl)(Cl)Cl)OC(Cl)(Cl)Cl>O.CCOC(C)=O>[Cl:12][C:7]1[CH:8]=[CH:9][CH:10]=[CH:11][C:6]=1[C@H:3]1[CH2:4][O:5][C:17](=[O:18])[NH:2]1 |f:0.1,2.3|. Procedure details: To a solution of (S)-2-amino-2-(2-chlorophenyl)ethanol hydrochloride (500 mg, 2.40 mmol) in water (12 mL) at 0° C. was added potassium hydroxide (809 mg, 14.4 mmol) followed by THF (12 mL) and the reaction was stirred at 0° C. for 20 minutes. Bis(trichloromethyl) carbonate (713 mg, 2.40 mmol) was added and the reaction was stirred at 0° C. for 2 hours. The reaction was poured into EtOAc and the organic phase washed with 1N HCl, 1N NaOH and brine. The organic layer was dried over MgSO4, filtered ... Starting materials: FC1=C(C=CC(=C1)F)C1(OC1)C(C1=CC=C(C=N1)O)(F)F (6-((2-(2,4-difluorophenyl)oxiran-2-yl)difluoromethyl)pyridin-3-ol), C(=O)([O-])[O-].[K+].[K+] (K2CO3), FC(S(=O)(=O)OCC(F)(F)F)(F)F (2,2,2-trifluoroethyl trifluoromethanesulfonate). Solvent: CC(=O)C (acetone). Run at temperature 25 celsius, time 16 hour. Yields the product FC1=C(C=CC(=C1)F)C1(OC1)C(C1=NC=C(C=C1)OCC(F)(F)F)(F)F (2-((2-(2,4-difluorophenyl)oxiran-2-yl)difluoromethyl)-5-(2,2,2-trifluoroethoxy)pyridine). Reaction SMILES: [F:1][C:2]1[CH:7]=[C:6]([F:8])[CH:5]=[CH:4][C:3]=1[C:9]1([C:12]([F:21])([F:20])[C:13]2[N:18]=[CH:17][C:16]([OH:19])=[CH:15][CH:14]=2)[CH2:11][O:10]1.C([O-])([O-])=O.[K+].[K+].FC(F)(F)S(O[CH2:34][C:35]([F:38])([F:37])[F:36])(=O)=O>CC(C)=O>[F:1][C:2]1[CH:7]=[C:6]([F:8])[CH:5]=[CH:4][C:3]=1[C:9]1([C:12]([F:20])([F:21])[C:13]2[CH:14]=[CH:15][C:16]([O:19][CH2:34][C:35]([F:38])([F:37])[F:36])=[CH:17][N:18]=2)[CH2:11][O:10]1 |f:1.2.3|. Reported procedure: To a magnetically stirred mixture of 6-((2-(2,4-difluorophenyl)oxiran-2-yl)difluoromethyl)pyridin-3-ol (600 mg, 2.005 mmol) and K2CO3 (305 mg, 2.206 mmol) in acetone (6.76 mL) was added 2,2,2-trifluoroethyl trifluoromethanesulfonate (558 mg, 2.406 mmol) in a 20 mL vial under an atmosphere of air. The reaction mixture was stirred at 25° C. for 16 h. As the reaction progressed the reaction mixture became a cloudy beige suspension. The reaction was quenched with MeOH (2 mL) and then volatiles were ... The reactants are C(C)(C)(C)OC(N(CCCCC1=C(C(=C(C=C1)N)S(=O)(=O)C)S(=O)(=O)C)CCC1=C(NC2=CC=C(C=C12)N=C=O)C1=CC(=CC(=C1)C)C)=O ({2-[2-(3,5-dimethylphenyl)-5-isocyanato-1H-indol-3-yl]ethyl}-[4-(4-amino(dimethanesulfonyl)phenyl)butyl] carbamic acid tert-butyl ester), N(=[N+]=[N-])CC(=O)C1=CC=CC=C1 (2-azido-1-phenyl-ethanone), C1(=CC=CC=C1)P(C1=CC=CC=C1)C1=CC=CC=C1 (triphenylphosphine). Conditions: time 4 hour. The product is C(C)(C)(C)OC(N(CCCCC1=C(C(=C(C=C1)N)S(=O)(=O)C)S(=O)(=O)C)CCC1=C(NC2=CC=C(C=C12)NC=1OC(=CN1)C1=CC=CC=C1)C1=CC(=CC(=C1)C)C)=O ({2-[2-(3,5-dimethylphenyl)-5-(5-phenyloxazol-2-ylamino)-1H-indol-3-yl]-ethyl}-[4-(4-amino(dimethanesulfonyl) phenyl)-butyl]carbamic acid tert-butyl ester). The yield is 37.2%. As a reaction SMILES: [C:1]([O:5][C:6](=[O:49])[N:7]([CH2:27][CH2:28][C:29]1[C:37]2[C:32](=[CH:33][CH:34]=[C:35]([N:38]=[C:39]=[O:40])[CH:36]=2)[NH:31][C:30]=1[C:41]1[CH:46]=[C:45]([CH3:47])[CH:44]=[C:43]([CH3:48])[CH:42]=1)[CH2:8][CH2:9][CH2:10][CH2:11][C:12]1[CH:17]=[CH:16][C:15]([NH2:18])=[C:14]([S:19]([CH3:22])(=[O:21])=[O:20])[C:13]=1[S:23]([CH3:26])(=[O:25])=[O:24])([CH3:4])([CH3:3])[CH3:2].[N:50]([CH2:53][C:54]([C:56]1[CH:61]=[CH:60][CH:59]=[CH:58][CH:57]=1)=O)=[N+]=[N-].C1(P(C2C=CC=CC=2)C2C=CC=CC=2)C=CC=CC=1>>[C:1]([O:5][C:6](=[O:49])[N:7]([CH2:27][CH2:28][C:29]1[C:37]2[C:32](=[CH:33][CH:34]=[C:35]([NH:38][C:39]3[O:40][C:54]([C:56]4[CH:61]=[CH:60][CH:59]=[CH:58][CH:57]=4)=[CH:53][N:50]=3)[CH:36]=2)[NH:31][C:30]=1[C:41]1[CH:42]=[C:43]([CH3:48])[CH:44]=[C:45]([CH3:47])[CH:46]=1)[CH2:8][CH2:9][CH2:10][CH2:11][C:12]1[CH:17]=[CH:16][C:15]([NH2:18])=[C:14]([S:19]([CH3:22])(=[O:21])=[O:20])[C:13]=1[S:23]([CH3:26])(=[O:25])=[O:24])([CH3:3])([CH3:2])[CH3:4]. Procedure details: To a solution of {2-[2-(3,5-dimethylphenyl)-5-isocyanato-1H-indol-3-yl]ethyl}-[4-(4-amino(dimethanesulfonyl)phenyl)butyl] carbamic acid tert-butyl ester (30 mg in 0.50 mL dry methylene chloride) was added 9 mg of 2-azido-1-phenyl-ethanone followed by 14 mg triphenylphosphine and the mixture stirred at room temperature. After 4 hours, the mixture was applied to a silica gel column for purification by flash chromatography (hexane:ethyl acetate, 3:2; then 1:1; then 2:3; then 1:3) to give the title ... The reactants are S(=O)(Cl)Cl (Thionyl chloride), NC1=NC=2CCCCC2C2=C1N=C(N2CC(C)C)CO ([4-amino-1-(2-methylpropyl)-6,7,8,9-tetrahydro-1H-imidazo[4,5-c]quinolin-2-yl]methanol). Solvent: ClCCCl (1,2-dichloroethane). Run at time 6 hour. The product is Cl.ClCC=1N(C2=C(C(=NC=3CCCCC23)N)N1)CC(C)C (2-(chloromethyl)-1-(2-methylpropyl)-6,7,8,9-tetrahydro-1H-imidazo[4,5-c]quinolin-4-amine hydrochloride). As a reaction SMILES: S(Cl)([Cl:3])=O.[NH2:5][C:6]1[C:15]2[N:16]=[C:17]([CH2:23]O)[N:18]([CH2:19][CH:20]([CH3:22])[CH3:21])[C:14]=2[C:13]2[CH2:12][CH2:11][CH2:10][CH2:9][C:8]=2[N:7]=1>ClCCCl>[ClH:3].[Cl:3][CH2:23][C:17]1[N:18]([CH2:19][CH:20]([CH3:22])[CH3:21])[C:14]2[C:13]3[CH2:12][CH2:11][CH2:10][CH2:9][C:8]=3[N:7]=[C:6]([NH2:5])[C:15]=2[N:16]=1 |f:3.4|. Procedure details: Thionyl chloride (2.65 mL, 36.2 mmol) was added dropwise to a stirred suspension of [4-amino-1-(2-methylpropyl)-6,7,8,9-tetrahydro-1H-imidazo[4,5-c]quinolin-2-yl]methanol (4.97 g, 18.1 mmol) in 1,2-dichloroethane (200 mL). The suspension dissolved, then a precipitate formed after 5 minutes. The reaction mixture was stirred at room temperature for 6 hours, then was concentrated under reduced pressure to yield crude 2-(chloromethyl)-1-(2-methylpropyl)-6,7,8,9-tetrahydro-1H-imidazo[4,5-c]quinolin-4...